The task is: describe an organic reaction: reactants, conditions, products, and yield. This data is from the Open Reaction Database (ORD), a public repository of structured organic reaction records. Reactants: CC(C)CCCCCCCCCCCC(O)CC(=O)NC(CCCC(=O)OCc1ccccc1)C(=O)OC(CCCCCCCCCCCC(C)C)CC(N)=O, C1COCCO1, CO, O, [Pd]. The product is CC(C)CCCCCCCCCCCC(O)CC(=O)NC(CCCC(=O)O)C(=O)OC(CCCCCCCCCCCC(C)C)CC(N)=O. RXN SMILES: [CH2:1]([c:2]1[cH:3][cH:4][cH:5][cH:6][cH:7]1)[O:8][C:9](=[O:10])[CH2:11][CH2:12][CH2:13][CH:14]([C:15](=[O:16])[O:17][CH:18]([CH2:19][C:20](=[O:21])[NH2:22])[CH2:23][CH2:24][CH2:25][CH2:26][CH2:27][CH2:28][CH2:29][CH2:30][CH2:31][CH2:32][CH2:33][CH:34]([CH3:35])[CH3:36])[NH:37][C:38]([CH2:39][CH:40]([CH2:41][CH2:42][CH2:43][CH2:44][CH2:45][CH2:46][CH2:47][CH2:48][CH2:49][CH2:50][CH2:51][CH:52]([CH3:53])[CH3:54])[OH:55])=[O:56].[CH2:58]1[O:59][CH2:60][CH2:61][O:62][CH2:63]1.[CH3:64][OH:65].[OH2:57].[Pd:66]>>[O:8]=[C:9]([OH:10])[CH2:11][CH2:12][CH2:13][CH:14]([C:15](=[O:16])[O:17][CH:18]([CH2:19][C:20](=[O:21])[NH2:22])[CH2:23][CH2:24][CH2:25][CH2:26][CH2:27][CH2:28][CH2:29][CH2:30][CH2:31][CH2:32][CH2:33][CH:34]([CH3:35])[CH3:36])[NH:37][C:38]([CH2:39][CH:40]([CH2:41][CH2:42][CH2:43][CH2:44][CH2:45][CH2:46][CH2:47][CH2:48][CH2:49][CH2:50][CH2:51][CH:52]([CH3:53])[CH3:54])[OH:55])=[O:56]. Reactants: C(C1=CC=CC=C1)OC=1C=NC(=NC1)C1CC1 (5-(Benzyloxy)-2-cyclopropylpyrimidine). The reagents and catalysts are [Pd] (palladium on carbon). Solvent: CO (MeOH). The product is C1(CC1)C1=NC=C(C=N1)O (2-Cyclopropylpyrimidin-5-ol). The yield is 53.0%. As a reaction SMILES: C([O:8][C:9]1[CH:10]=[N:11][C:12]([CH:15]2[CH2:17][CH2:16]2)=[N:13][CH:14]=1)C1C=CC=CC=1>CO.[Pd]>[CH:15]1([C:12]2[N:13]=[CH:14][C:9]([OH:8])=[CH:10][N:11]=2)[CH2:17][CH2:16]1. Reported procedure: 5-(Benzyloxy)-2-cyclopropylpyrimidine (4.0 g, 18 mmol) was dissolved in MeOH (100 mL) and 10% palladium on carbon (0.170 g) was added. The mixture was hydrogenated at ambient temperature and 1.013 bar pressure overnight. Filtration and concentration gave a crude product that was filtered through a short silica gel column using 5% MeOH-EtOAc as eluent. Evaporation of the solvent gave 1.3 g (54% yield) of the subtitle compound as a colourless solid. The reactants are [C@@H]12[C@H](C[C@@H](CC1)C2)O ((1R,2S,4S)-bicyclo[2.2.1]heptane-2-ol), C1(C=2C(C(N1)=O)=CC=CC2)=O (phthalimide), C1(=CC=CC=C1)P(C1=CC=CC=C1)C1=CC=CC=C1 (triphenylphosphine), CCOC(=O)/N=N/C(=O)OCC (diethylazodicarboxylate). The solvent is O1CCCC1 (tetrahydrofuran). Conditions: time 24 hour. Yields the product [C@@H]12[C@@H](C[C@@H](CC1)C2)N2C(C1=CC=CC=C1C2=O)=O (2-[(1R,2R,4S)-bicyclo[2.2.1]hept-2-yl]-1H-isoindole-1,3(2H)-dione). Isolated yield 65.1%. Reaction SMILES: [C@H:1]12[CH2:7][C@H:4]([CH2:5][CH2:6]1)[CH2:3][C@@H:2]2O.[C:9]1(=[O:19])[NH:13][C:12](=[O:14])[C:11]2=[CH:15][CH:16]=[CH:17][CH:18]=[C:10]12.C1(P(C2C=CC=CC=2)C2C=CC=CC=2)C=CC=CC=1.CCOC(/N=N/C(OCC)=O)=O>O1CCCC1>[C@H:1]12[CH2:7][C@H:4]([CH2:5][CH2:6]1)[CH2:3][C@H:2]2[N:13]1[C:9](=[O:19])[C:10]2[C:11](=[CH:15][CH:16]=[CH:17][CH:18]=2)[C:12]1=[O:14]. Reported procedure: To a solution of (1R,2S,4S)-bicyclo[2.2.1]heptane-2-ol (1.0 g) in tetrahydrofuran (10 ml) were added phthalimide (1.4 g) and triphenylphosphine (2.6 g), and diethylazodicarboxylate (1.5 ml) dropwise under ice cooling. The mixture was warmed to ambient temperature and stirred for 24 hours. The reaction solution was concentrated under reduced pressure, and the residue was purified by silica gel column chromatography (n-hexane:ethyl acetate)=100:0 to 95:5) to obtain 2-[(1R,2R,4S)-bicyclo[2.2.1]hept... Reactants: paraffin, C(C)(C)(C)C=1C=C(C=C(C1O)C(C)(C)C)C(CCl)C1=CC(=C(C(=C1)C(C)(C)C)O)C(C)(C)C (1,1-bis(3,5-di-t-butyl-4-hydroxyphenyl)-2-chloroethane), C(C)(=O)[O-].[Na+] (sodium acetate). The solvent is C(C)(=O)O (acetic acid). Yields the product C(C)(C)(C)C=1C=C(C=C(C1O)C(C)(C)C)C=CC1=CC(=C(C(=C1)C(C)(C)C)O)C(C)(C)C (3,5,3',5'-tetra-t-butyl-4,4'-dihydroxystilbene). The yield is 162.4%. Reaction SMILES: C([C:5]1[CH:6]=[C:7]([CH:16]([C:19]2[CH:24]=[C:23]([C:25]([CH3:28])([CH3:27])[CH3:26])[C:22]([OH:29])=[C:21]([C:30]([CH3:33])([CH3:32])[CH3:31])[CH:20]=2)CCl)C=C(C(C)(C)C)C=1O)(C)(C)C.[C:34]([O-:37])(=O)[CH3:35].[Na+]>C(O)(=O)C>[C:30]([C:21]1[CH:20]=[C:19]([CH:16]=[CH:7][C:6]2[CH:5]=[C:35]([C:23]([CH3:25])([CH3:24])[CH3:22])[C:34]([OH:37])=[C:21]([C:30]([CH3:33])([CH3:32])[CH3:31])[CH:20]=2)[CH:24]=[C:23]([C:25]([CH3:27])([CH3:26])[CH3:28])[C:22]=1[OH:29])([CH3:32])([CH3:31])[CH3:33] |f:1.2|. Procedure details: To a 100 milliliter round-bottomed flask equipped with a magnetic stirrer and a reflux condenser capped with a paraffin-sealed gas bubbler was added 9.45 grams (0.022 mole) of 1,1-bis(3,5-di-t-butyl-4-hydroxyphenyl)-2-chloroethane (from EXAMPLE 10 above), 20 milliliters of glacial acetic acid, and 2.0 grams (0.024 mole) of anhydrous sodium acetate. The mixture was stirred and heated to reflux for 4 hours. The resulting homogeneous solution was cooled to ambient temperatures to induce crystalliza... Starting materials: CS(=O)(=O)N1CCC(=CC1)C=1C=C2C(=CN1)OC1(CC3(CCNCC3)C1)C2 (5-(1-methanesulfonyl-1,2,3,6-tetrahydro-pyridin-4-yl)-dispiro[2,3-dihydrofuro[2,3-c]pyridine-2,1′-cyclobutane-3′,4″-piperidine]), ClC=1SC(=NN1)C(F)(F)F (2-chloro-5-trifluoromethyl-[1,3,4]thiadiazole). The product is CS(=O)(=O)N1CCC(=CC1)C=1C=C2C(=CN1)OC1(CC3(CCN(CC3)C=3SC(=NN3)C(F)(F)F)C1)C2 (5-(1-Methanesulfonyl-1,2,3,6-tetrahydro-pyridin-4-yl)-1″-(5-trifluoromethyl-[1,3,4]thiadiazol-2-yl)-dispiro[2,3-dihydrofuro[2,3-c]pyridine-2,1′-cyclobutane-3′,4″-piperidine]). Reaction SMILES: [CH3:1][S:2]([N:5]1[CH2:10][CH:9]=[C:8]([C:11]2[CH:12]=[C:13]3[CH2:27][C:18]4([CH2:26][C:20]5([CH2:25][CH2:24][NH:23][CH2:22][CH2:21]5)[CH2:19]4)[O:17][C:14]3=[CH:15][N:16]=2)[CH2:7][CH2:6]1)(=[O:4])=[O:3].Cl[C:29]1[S:30][C:31]([C:34]([F:37])([F:36])[F:35])=[N:32][N:33]=1>>[CH3:1][S:2]([N:5]1[CH2:6][CH:7]=[C:8]([C:11]2[CH:12]=[C:13]3[CH2:27][C:18]4([CH2:19][C:20]5([CH2:21][CH2:22][N:23]([C:29]6[S:30][C:31]([C:34]([F:37])([F:36])[F:35])=[N:32][N:33]=6)[CH2:24][CH2:25]5)[CH2:26]4)[O:17][C:14]3=[CH:15][N:16]=2)[CH2:9][CH2:10]1)(=[O:4])=[O:3]. Procedure details: The title compound is prepared from 5-(1-methanesulfonyl-1,2,3,6-tetrahydro-pyridin-4-yl)-dispiro[2,3-dihydrofuro[2,3-c]pyridine-2,1′-cyclobutane-3′,4″-piperidine] (HCl salt) and 2-chloro-5-trifluoromethyl-[1,3,4]thiadiazole following a procedure analogous to that described for Example 15. LC (method 3): tR=0.93 min; Mass spectrum (ESI+): m/z=542 [M+H]+. The reactants are C1CCC2=NCCCN2CC1, COCCOC, CS(=O)(=O)c1nc(N)nc(-c2ccc3c(c2)OCO3)c1C#N, OCc1ccccc1. The product is N#Cc1c(OCc2ccccc2)nc(N)nc1-c1ccc2c(c1)OCO2. RXN SMILES: [CH2:31]1[CH2:32][CH2:33][C:34]2=[N:39][CH2:38][CH2:37][CH2:36][N:35]2[CH2:40][CH2:41]1.[CH3:42][O:43][CH2:44][CH2:45][O:46][CH3:47].[NH2:1][c:2]1[n:3][c:4]([S:19]([CH3:20])(=[O:21])=[O:22])[c:5]([C:17]#[N:18])[c:6](-[c:8]2[cH:9][c:10]3[c:11]([cH:15][cH:16]2)[O:12][CH2:13][O:14]3)[n:7]1.[OH:23][CH2:24][c:25]1[cH:26][cH:27][cH:28][cH:29][cH:30]1>>[NH2:1][c:2]1[n:3][c:4]([O:23][CH2:24][c:25]2[cH:26][cH:27][cH:28][cH:29][cH:30]2)[c:5]([C:17]#[N:18])[c:6](-[c:8]2[cH:9][c:10]3[c:11]([cH:15][cH:16]2)[O:12][CH2:13][O:14]3)[n:7]1. Reactants: C(C)OC(=O)N1CCN(CC1)CCCO (4-(3-hydroxypropyl)piperazinylcarboxylic acid ethyl ester), [OH-].[Na+] (sodium hydroxide). The solvent is C(C)O (ethanol). Run at time 8 hour. Product: OCCCN1CCNCC1 (1-(3-hydroxypropyl)piperazine). The yield is 80.7%. Reaction SMILES: C(OC([N:6]1[CH2:11][CH2:10][N:9]([CH2:12][CH2:13][CH2:14][OH:15])[CH2:8][CH2:7]1)=O)C.[OH-].[Na+]>C(O)C>[OH:15][CH2:14][CH2:13][CH2:12][N:9]1[CH2:10][CH2:11][NH:6][CH2:7][CH2:8]1 |f:1.2|. Procedure details: 4-(3-hydroxypropyl)piperazinylcarboxylic acid ethyl ester (14.06 g, 65.09 mmol), 10% sodium hydroxide aqueous solution (150 mL) and ethanol (150 mL) were placed in a 500 mL round bottom flask, heated for refluxing and stirred overnight. The reaction was cooled down to room temperature, distilled under a reduced pressure to remove the solvent to obtain a light yellow oily substance, which was added with 200 mL saturated saline, and the resulting mixture was extracted with dichloromethane (5×200 m...